Dataset: the Open Reaction Database (ORD), a public repository of structured organic reaction records. Task: describe an organic reaction: reactants, conditions, products, and yield The reactants are OC1=C(C=O)C=CC(=C1)O (2,4-dihydroxybenzaldehyde), [F-].[K+] (potassium fluoride), ClC1=CC=C(CCl)C=C1 (4-chlorobenzyl chloride). Solvent: C(C)#N (acetonitrile). Reaction conditions: temperature 90 celsius. Product: ClC1=CC=C(COC2=CC(=C(C=O)C=C2)O)C=C1 (4-(4-chloro-benzyloxy)-2-hydroxy-benzaldehyde). As a reaction SMILES: [OH:1][C:2]1[CH:9]=[C:8]([OH:10])[CH:7]=[CH:6][C:3]=1[CH:4]=[O:5].[F-].[K+].[Cl:13][C:14]1[CH:21]=[CH:20][C:17]([CH2:18]Cl)=[CH:16][CH:15]=1>C(#N)C>[Cl:13][C:14]1[CH:21]=[CH:20][C:17]([CH2:18][O:10][C:8]2[CH:7]=[CH:6][C:3]([CH:4]=[O:5])=[C:2]([OH:1])[CH:9]=2)=[CH:16][CH:15]=1 |f:1.2|. Procedure details: A mixture of 2,4-dihydroxybenzaldehyde (6.62 g, 48 mmol, Fluka), potassium fluoride (5.57 g, 96 mmol, Aldrich) and 4-chlorobenzyl chloride (13.50 g, 84 mmol, Aldrich) in acetonitrile (50 mL) was heated at 90° C. for 24 hours. After cooling, the mixture was partitioned between ether (2×100 mL) and water (2×100 mL). Organic layers were washed with brine (100 mL), combined, dried (MgSO4), filtered and concentrated. The residue was purified by flash chromatography (Biotage 75S, hexanes, then hexanes... Starting materials: [BH4-], CO, Cc1cc(C(=O)N2CCC3(CC2)Oc2ccccc2-n2c(C#N)ccc23)ccc1OC(C)C, Cl[Co]Cl, Cl, [Na+]. Yields the product Cc1cc(C(=O)N2CCC3(CC2)Oc2ccccc2-n2c(CN)ccc23)ccc1OC(C)C. Reaction SMILES: [BH4-:34].[CH3:37][OH:38].[CH:1]([CH3:2])([CH3:3])[O:4][c:5]1[c:6]([CH3:33])[cH:7][c:8]([C:9](=[O:10])[N:11]2[CH2:12][CH2:13][C:14]3([c:15]4[n:16]([c:24]([C:27]#[N:28])[cH:25][cH:26]4)-[c:17]4[c:18]([cH:20][cH:21][cH:22][cH:23]4)[O:19]3)[CH2:29][CH2:30]2)[cH:31][cH:32]1.[Cl:39][Co:40][Cl:41].[ClH:36].[Na+:35]>>[CH:1]([CH3:2])([CH3:3])[O:4][c:5]1[c:6]([CH3:33])[cH:7][c:8]([C:9](=[O:10])[N:11]2[CH2:12][CH2:13][C:14]3([c:15]4[n:16]([c:24]([CH2:27][NH2:28])[cH:25][cH:26]4)-[c:17]4[c:18]([cH:20][cH:21][cH:22][cH:23]4)[O:19]3)[CH2:29][CH2:30]2)[cH:31][cH:32]1. Starting materials: COC=1C=CC(=C(C1)C=1OC2=C(N1)C(=CC=C2)CNCC2=NC=CC=C2)O (2-(5-methoxy-2-hydroxyphenyl)-4-(2-pyridylmethyl)aminomethylbenzoxazole), N1=C(C=CC=C1)CN(CC1=NC=CC=C1)CC1=CC=CC2=C1N=C(O2)C2=CC=C(C=C2)OCOC (4-bis(2-pyridylmethyl)aminomethyl-2-(4-methoxymethoxyphenyl)benzoxazole). Yields the product N1=C(C=CC=C1)CN(CC1=NC=CC=C1)CC1=CC=CC2=C1N=C(O2)C2=CC=C(C=C2)O (4-bis(2-pyridylmethyl)aminomethyl-2-(4-hydroxyphenyl)benzoxazole). Reaction SMILES: COC1C=CC(O)=C(C2OC3C=CC=C(CNCC4C=CC=CN=4)C=3N=2)C=1.[N:28]1[CH:33]=[CH:32][CH:31]=[CH:30][C:29]=1[CH2:34][N:35]([CH2:43][C:44]1[C:49]2[N:50]=[C:51]([C:53]3[CH:58]=[CH:57][C:56]([O:59]COC)=[CH:55][CH:54]=3)[O:52][C:48]=2[CH:47]=[CH:46][CH:45]=1)[CH2:36][C:37]1[CH:42]=[CH:41][CH:40]=[CH:39][N:38]=1>>[N:38]1[CH:39]=[CH:40][CH:41]=[CH:42][C:37]=1[CH2:36][N:35]([CH2:43][C:44]1[C:49]2[N:50]=[C:51]([C:53]3[CH:54]=[CH:55][C:56]([OH:59])=[CH:57][CH:58]=3)[O:52][C:48]=2[CH:47]=[CH:46][CH:45]=1)[CH2:34][C:29]1[CH:30]=[CH:31][CH:32]=[CH:33][N:28]=1. Reported procedure: 4-bis(2-pyridylmethyl)aminomethyl-2-(4-hydroxyphenyl)benzoxazole (F28) was prepared in a similar manner for the preparation of 2-(5-methoxy-2-hydroxyphenyl)-4-(2-pyridylmethyl)aminomethylbenzoxazole (F23) using 4-bis(2-pyridylmethyl)aminomethyl-2-(4-methoxymethoxyphenyl)benzoxazole (F21) (686 mg, 1.47 mmol) instead of 2-(5-methoxy-2-methoxymethoxyphenyl)-4-(2-pyridylmethyl)aminomethylbenzoxazole (F16) in 81% (500 mg); 1H-NMR (500 MHz, CDCl3) δ3.97 (s, 4H), 4.18 (s, 2H), 6.88 (d, 2H, J=9.0 Hz), 7... The reactants are C1COCCO1, Cc1ccc2cc(N)ccc2n1, O=C(Nc1ncc(C2CCC2)s1)Oc1ccccc1. RXN SMILES: [CH2:32]1[O:33][CH2:34][CH2:35][O:36][CH2:37]1.[NH2:20][c:21]1[cH:22][c:23]2[cH:24][cH:25][c:26]([CH3:31])[n:27][c:28]2[cH:29][cH:30]1.[c:1]1([O:2][C:8]([NH:9][c:10]2[s:11][c:12]([CH:15]3[CH2:16][CH2:17][CH2:18]3)[cH:13][n:14]2)=[O:19])[cH:3][cH:4][cH:5][cH:6][cH:7]1>>[C:8]([NH:9][c:10]1[s:11][c:12]([CH:15]2[CH2:16][CH2:17][CH2:18]2)[cH:13][n:14]1)(=[O:19])[NH:20][c:21]1[cH:22][c:23]2[cH:24][cH:25][c:26]([CH3:31])[n:27][c:28]2[cH:29][cH:30]1. Yields the product Cc1ccc2cc(NC(=O)Nc3ncc(C4CCC4)s3)ccc2n1.